Dataset: the Open Reaction Database (ORD), a public repository of structured organic reaction records. Task: describe an organic reaction: reactants, conditions, products, and yield Reactants: ClC=1N=NC(=C(C1C)C)Cl (3,6-dichloro-4,5-dimethylpyridazine), CN(C(OC(C)(C)C)=O)C1CCNCC1 (tert-butyl methyl(piperidin-4-yl)carbamate), C(=O)([O-])[O-].[K+].[K+] (K2CO3). Run in CS(=O)C (DMSO), O (H2O). The product is ClC1=C(C(=C(N=N1)N1CCC(CC1)N(C(OC(C)(C)C)=O)C)C)C (tert-Butyl 1-(6-chloro-4,5-dimethylpyridazin-3-yl)piperidin-4-yl(methyl)carbamate). The yield is 64.9%. As a reaction SMILES: [Cl:1][C:2]1[N:3]=[N:4][C:5](Cl)=[C:6]([CH3:9])[C:7]=1[CH3:8].[CH3:11][N:12]([CH:20]1[CH2:25][CH2:24][NH:23][CH2:22][CH2:21]1)[C:13](=[O:19])[O:14][C:15]([CH3:18])([CH3:17])[CH3:16].C([O-])([O-])=O.[K+].[K+]>CS(C)=O.O>[Cl:1][C:2]1[N:3]=[N:4][C:5]([N:23]2[CH2:22][CH2:21][CH:20]([N:12]([CH3:11])[C:13](=[O:19])[O:14][C:15]([CH3:16])([CH3:17])[CH3:18])[CH2:25][CH2:24]2)=[C:6]([CH3:9])[C:7]=1[CH3:8] |f:2.3.4|. Procedure: Heat a mixture of 3,6-dichloro-4,5-dimethylpyridazine (11.0 g, 62.1 mmol), tert-butyl methyl(piperidin-4-yl)carbamate (23.3 g, 109 mmol), and powdered K2CO3 (17.2 g, 124 mmol) in DMSO (310 mL) at 120° C. for 2 d. Cool the reaction mixture, dilute with H2O, and filter off the solid. Rinse the solid with H2O, and dry under vacuum at 45° C. Dissolve the solid in CH2Cl2, and pass the solution through a pad of silica gel, eluting with CH2Cl2. Concentrate the organic layer under reduced pressure to ob... The reactants are CCOC(=O)Cn1ccc2ccc(O)cc21, CCCCP(CCCC)CCCC, OCCCC#Cc1ccc(OC(F)(F)F)cc1, C1CCOC1. Product: CCOC(=O)Cn1ccc2ccc(OCCCC#Cc3ccc(OC(F)(F)F)cc3)cc21. As a reaction SMILES: [CH2:1]([CH3:2])[O:3][C:4]([CH2:5][n:6]1[cH:7][cH:8][c:9]2[cH:10][cH:11][c:12]([OH:15])[cH:13][c:14]12)=[O:16].[CH2:34]([P:35]([CH2:36][CH2:37][CH2:38][CH3:39])[CH2:40][CH2:41][CH2:42][CH3:43])[CH2:44][CH2:45][CH3:46].[F:17][C:18]([O:19][c:20]1[cH:21][cH:22][c:23]([C:26]#[C:27][CH2:28][CH2:29][CH2:30][OH:31])[cH:24][cH:25]1)([F:32])[F:33].[O:47]1[CH2:48][CH2:49][CH2:50][CH2:51]1>>[CH2:1]([CH3:2])[O:3][C:4]([CH2:5][n:6]1[cH:7][cH:8][c:9]2[cH:10][cH:11][c:12]([O:15][CH2:30][CH2:29][CH2:28][C:27]#[C:26][c:23]3[cH:22][cH:21][c:20]([O:19][C:18]([F:17])([F:32])[F:33])[cH:25][cH:24]3)[cH:13][c:14]12)=[O:16]. Reactants: CC(C)([O-])C.[K+] (potassium t-butoxide), FC(OC1=CC=C(C=C1)NC(=O)N1N=C(C(C1)N(C(=O)OC)C)C1=CC=C(C=C1)OC(F)F)(F)F (N-(4-trifluoromethoxyphenyl)-3-(4-difluoromethoxyphenyl)-4-(N-methyl-N-(methoxycarbonyl)amino)-4,5-dihydro-1H-pyrazole-1-carboxamide), C(C)(C)(C)O (t-butanol), CC(C)([O-])C.[K+] (potassium t-butoxide), C(C)(=O)O (acetic acid). Solvent: O1CCCC1 (tetrahydrofuran). Product: FC(OC1=CC=C(C=C1)NC(=O)N1N=C(C(C1)N(C(=O)OC)C)C1=CC=C(C=C1)O)(F)F (N-(4-trifluoromethoxyphenyl)-3-(4-hydroxyphenyl)-4-(N-methyl-N-(methoxycarbonyl)amino)-4,5-dihydro-1H-pyrazole-1-carboxamide). As a reaction SMILES: [F:1][C:2]([F:35])([F:34])[O:3][C:4]1[CH:9]=[CH:8][C:7]([NH:10][C:11]([N:13]2[CH2:17][CH:16]([N:18]([CH3:23])[C:19]([O:21][CH3:22])=[O:20])[C:15]([C:24]3[CH:29]=[CH:28][C:27]([O:30]C(F)F)=[CH:26][CH:25]=3)=[N:14]2)=[O:12])=[CH:6][CH:5]=1.C(O)(C)(C)C.CC(C)([O-])C.[K+].C(O)(=O)C>O1CCCC1>[F:35][C:2]([F:1])([F:34])[O:3][C:4]1[CH:9]=[CH:8][C:7]([NH:10][C:11]([N:13]2[CH2:17][CH:16]([N:18]([CH3:23])[C:19]([O:21][CH3:22])=[O:20])[C:15]([C:24]3[CH:29]=[CH:28][C:27]([OH:30])=[CH:26][CH:25]=3)=[N:14]2)=[O:12])=[CH:6][CH:5]=1 |f:2.3|. Reported procedure: To 25.5 g (50.8 mmole) of N-(4-trifluoromethoxyphenyl)-3-(4-difluoromethoxyphenyl)-4-(N-methyl-N-(methoxycarbonyl)amino)-4,5-dihydro-1H-pyrazole-1-carboxamide (Example 126) dissolved in 25 g of tetrahydrofuran and 25 g of t-butanol was added 10 g of potassium t-butoxide. The mixture was refluxed for 1 hour and an additional 3.5 g of potassium t-butoxide was added. After refluxing an additional hour the mixture was acidified with acetic acid, concentrated in vacuo, and partitioned between methyle... The reactants are [Li]CCCC, CCOC(=O)C[Si](C)(C)C, CCCCCC, CC(C)NC(C)C, O=C(c1ccc(C(F)(F)F)cc1)C1CC1, C1CCOC1. Product: CCOC(=O)C=C(c1ccc(C(F)(F)F)cc1)C1CC1. Reaction SMILES: [CH2:8]([Li:9])[CH2:10][CH2:11][CH3:12].[CH3:13][Si:14]([CH3:15])([CH3:16])[CH2:17][C:18](=[O:19])[O:20][CH2:21][CH3:22].[CH3:43][CH2:44][CH2:45][CH2:46][CH2:47][CH3:48].[CH:1]([NH:2][CH:3]([CH3:4])[CH3:5])([CH3:6])[CH3:7].[F:23][C:24]([c:25]1[cH:26][cH:27][c:28]([C:31](=[O:32])[CH:33]2[CH2:34][CH2:35]2)[cH:29][cH:30]1)([F:36])[F:37].[O:38]1[CH2:39][CH2:40][CH2:41][CH2:42]1>>[CH:17]([C:18](=[O:19])[O:20][CH2:21][CH3:22])=[C:31]([c:28]1[cH:27][cH:26][c:25]([C:24]([F:23])([F:36])[F:37])[cH:30][cH:29]1)[CH:33]1[CH2:34][CH2:35]1. Reactants: [OH-].[K+] (potassium hydroxide), BrC1C(=NC(N(C1)CC1CC1)=O)N (5-bromo-1-cyclopropylmethyl-5,6-dihydrocytosine). Solvent: CO (methanol). Conditions: time 8 hour. Product: C1(CC1)CN1C(=O)N=C(N)C=C1 (1-cyclopropylmethylcytosine). RXN SMILES: [OH-].[K+].Br[CH:4]1[CH2:9][N:8]([CH2:10][CH:11]2[CH2:13][CH2:12]2)[C:7](=[O:14])[N:6]=[C:5]1[NH2:15]>CO>[CH:11]1([CH2:10][N:8]2[CH:9]=[CH:4][C:5]([NH2:15])=[N:6][C:7]2=[O:14])[CH2:12][CH2:13]1 |f:0.1|. Procedure details: To a solution of 4.55 g. of 85% potassium hydroxide in 93 mml. of methanol cooled to 5°, was added 17.0 g. of 5-bromo-1-cyclopropylmethyl-5,6-dihydrocytosine. The mixture was stirred and allowed to warm spontaneously. When the initial reaction, which had warmed the mixture to 30°, subsided, the mixture was refluxed for 5 minutes and allowed to cool and stand at room temperature overnight. The suspension was evaporated under reduced pressure on a water bath at 86°. The residue was triturated was ... Reactants: CCCC[N+](CCCC)(CCCC)CCCC, CC(C)=O, CN(C)C=O, O=C1NCC(CCl)O1, [N-]=[N+]=[N-], [N-]=[N+]=[N-], [Na+]. Yields the product [N-]=[N+]=NCC1CNC(=O)O1. As a reaction SMILES: [CH2:16]([N+:17]([CH2:18][CH2:19][CH2:20][CH3:21])([CH2:22][CH2:23][CH2:24][CH3:25])[CH2:26][CH2:27][CH2:28][CH3:29])[CH2:30][CH2:31][CH3:32].[CH3:33][C:34](=[O:35])[CH3:36].[CH3:37][N:38]([CH3:39])[CH:40]=[O:41].[Cl:1][CH2:2][CH:3]1[CH2:4][NH:5][C:6](=[O:8])[O:7]1.[N-:10]=[N+:11]=[N-:12].[N-:13]=[N+:14]=[N-:15].[Na+:9]>>[CH2:2]([CH:3]1[CH2:4][NH:5][C:6](=[O:8])[O:7]1)[N:10]=[N+:11]=[N-:12].